This data is from the Open Reaction Database (ORD), a public repository of structured organic reaction records. The task is: describe an organic reaction: reactants, conditions, products, and yield Reactants: C(C1=CC=CC=C1)N1C(C2C(C1=O)CC=1C(=C(C=CC12)OC)OC)=O (2-Benzyl-6,7-dimethoxy-1,2,3,3a,8,8a-hexahydro-indeno[1,2-c]pyrrole-1,3-dione), Cl (hydrochloric acid), O (water). Procedure details: 6.19 g. of the resultant compound of Example 4 suspended in 15 ml. tetrahydrofuran (THF) was treated with 110 ml. 1M BH3 in THF under nitrogen atmosphere. The solution was refluxed 4 hours, then cooled and a solution of 35 ml. concentrated hydrochloric acid and 35 ml. water was added slowly. The solution was refluxed for 20 minutes and then concentrated in vacuum. The residue was made basic with potassium hydroxide solution and extracted with chloroform. The chloroform extracts were dried (K2CO3... Solvent: O1CCCC1 (THF), O1CCCC1 (tetrahydrofuran). As a reaction SMILES: [CH2:1]([N:8]1[C:12](=O)[CH:11]2[CH2:14][C:15]3[C:16]([O:23][CH3:24])=[C:17]([O:21][CH3:22])[CH:18]=[CH:19][C:20]=3[CH:10]2[C:9]1=O)[C:2]1[CH:7]=[CH:6][CH:5]=[CH:4][CH:3]=1.[ClH:26].O>O1CCCC1>[ClH:26].[CH2:1]([N:8]1[CH2:12][CH:11]2[CH2:14][C:15]3[C:16]([O:23][CH3:24])=[C:17]([O:21][CH3:22])[CH:18]=[CH:19][C:20]=3[CH:10]2[CH2:9]1)[C:2]1[CH:3]=[CH:4][CH:5]=[CH:6][CH:7]=1 |f:4.5|. Yields the product Cl.C(C1=CC=CC=C1)N1CC2C(C1)CC=1C(=C(C=CC12)OC)OC (2-Benzyl-6,7-dimethoxy-1,2,3,3a,8,8a-hexahydro-indeno[1,2-c]pyrrole hydrochloride).